This data is from the Open Reaction Database (ORD), a public repository of structured organic reaction records. The task is: describe an organic reaction: reactants, conditions, products, and yield The reactants are ClCC=O (chloro-acetaldehyde), COCCOC=1C(=NC=C(C1)OC=1C=NC=CC1)NC(=S)N ([3-(2-Methoxy-ethoxy)-5-(pyridine-3-yloxy)-pyridine-2-yl]-thiourea), ice water. Solvent: CN(C)C=O (DMF). Conditions: temperature 120 celsius, time 90 minute. Product: COCCOC=1C(=NC=C(C1)OC=1C=NC=CC1)NC=1SC=CN1 ([3-(2-Methoxy-ethoxy)-5-(pyridine-3-yloxy)pyridine-2-yl]-thiazole-2-yl-amine). The yield is 37.0%. Reaction SMILES: [CH3:1][O:2][CH2:3][CH2:4][O:5][C:6]1[C:7]([NH:19][C:20]([NH2:22])=[S:21])=[N:8][CH:9]=[C:10]([O:12][C:13]2[CH:14]=[N:15][CH:16]=[CH:17][CH:18]=2)[CH:11]=1.Cl[CH2:24][CH:25]=O>CN(C=O)C>[CH3:1][O:2][CH2:3][CH2:4][O:5][C:6]1[C:7]([NH:19][C:20]2[S:21][CH:24]=[CH:25][N:22]=2)=[N:8][CH:9]=[C:10]([O:12][C:13]2[CH:14]=[N:15][CH:16]=[CH:17][CH:18]=2)[CH:11]=1. Procedure details: [3-(2-Methoxy-ethoxy)-5-(pyridine-3-yloxy)-pyridine-2-yl]-thiourea (0.34 mmol) is dissolved in DMF (1.2 ml) and chloro-acetaldehyde (1.0 eq., 55% in water) is added and stirred 90 minutes at 120° C. After cooling to room temperature the suspension is pored into ice-water and extracted with methyl-tert.-butyl ether. The combined organic phases are washed with brine and dried over MgSO4. The solvent is removed in vacuo. [3-(2-Methoxy-ethoxy)-5-(pyridine-3-yloxy)pyridine-2-yl]-thiazole-2-yl-amine (... Reactants: COC(=O)c1cc(C)cc(OC)c1C1=C(OC)C(=O)c2c(O)cccc2C1=O, CC(=O)OC(C)=O, O, c1ccncc1. The product is COC(=O)c1cc(C)cc(OC)c1C1=C(OC)C(=O)c2c(OC(C)=O)cccc2C1=O. As a reaction SMILES: [CH3:1][O:2][C:3]1=[C:4]([c:16]2[c:17]([C:18](=[O:19])[O:20][CH3:21])[cH:22][c:23]([CH3:28])[cH:24][c:25]2[O:26][CH3:27])[C:5](=[O:15])[c:6]2[cH:7][cH:8][cH:9][c:10]([OH:14])[c:11]2[C:12]1=[O:13].[CH3:29][C:30](=[O:31])[O:32][C:33](=[O:34])[CH3:35].[OH2:36].[cH:37]1[cH:38][cH:39][n:40][cH:41][cH:42]1>>[CH3:1][O:2][C:3]1=[C:4]([c:16]2[c:17]([C:18](=[O:19])[O:20][CH3:21])[cH:22][c:23]([CH3:28])[cH:24][c:25]2[O:26][CH3:27])[C:5](=[O:15])[c:6]2[cH:7][cH:8][cH:9][c:10]([O:14][C:30]([CH3:29])=[O:31])[c:11]2[C:12]1=[O:13]. Reactants: CC(=O)c1ccc2c(c1)CC(=O)N2, CC[SiH](CC)CC, O, O=C(O)C(F)(F)F. The product is CCc1ccc2c(c1)CC(=O)N2. Reaction SMILES: [C:1]([CH3:2])(=[O:3])[c:4]1[cH:5][c:6]2[c:10]([cH:11][cH:12]1)[NH:9][C:8](=[O:13])[CH2:7]2.[CH2:21]([SiH:22]([CH2:23][CH3:24])[CH2:25][CH3:26])[CH3:27].[OH2:28].[OH:14][C:15]([C:16]([F:17])([F:18])[F:19])=[O:20]>>[CH2:1]([CH3:2])[c:4]1[cH:5][c:6]2[c:10]([cH:11][cH:12]1)[NH:9][C:8](=[O:13])[CH2:7]2. The reactants are O=C1NC(=O)C2C1CCC(Br)C2Br, O=C(Cl)c1cc(Cl)ccc1Cl, c1ccncc1, c1ccccc1. The product is O=C(c1cc(Cl)ccc1Cl)N1C(=O)C2CCC(Br)C(Br)C2C1=O. Reaction SMILES: [Br:1][CH:2]1[CH:3]2[CH:4]([C:5](=[O:6])[NH:7][C:8]2=[O:9])[CH2:10][CH2:11][CH:12]1[Br:13].[Cl:20][c:21]1[c:22]([C:23](=[O:24])[Cl:25])[cH:26][c:27]([Cl:30])[cH:28][cH:29]1.[cH:14]1[cH:15][cH:16][n:17][cH:18][cH:19]1.[cH:31]1[cH:32][cH:33][cH:34][cH:35][cH:36]1>>[Br:1][CH:2]1[CH:3]2[CH:4]([C:5](=[O:6])[N:7]([C:23]([c:22]3[c:21]([Cl:20])[cH:29][cH:28][c:27]([Cl:30])[cH:26]3)=[O:24])[C:8]2=[O:9])[CH2:10][CH2:11][CH:12]1[Br:13]. The reactants are Cl.N1C=NC(=C1)CCOC=1C=C2CCCC(C2=CC1)=O (6-[2-(1H-imidazole-4-yl)-ethoxy]-3,4-dihydro-2H-naphthalen-1-one, monohydrochloride), C1=CC(=CC=C1C=O)C(=O)N (benzamide-4-carboxaldehyde). Solvent: [OH-].[K+] (KOH), CCO (EtOH). The product is 0.197, Cl.N1C=NC(=C1)CCOC=1C=C2CCC(C(C2=CC1)=O)=CC1=CC=C(C(=O)N)C=C1 (4-{6-[2-(1H-Imidazole-4-yl)-ethoxy]-1-oxo-3,4-dihydro-1H-naphthalen-2-ylidenemethyl}-benzamide, monohydrochloride). Yield: 42.0%. RXN SMILES: [ClH:1].[NH:2]1[CH:6]=[C:5]([CH2:7][CH2:8][O:9][C:10]2[CH:11]=[C:12]3[C:17](=[CH:18][CH:19]=2)[C:16](=[O:20])[CH2:15][CH2:14][CH2:13]3)[N:4]=[CH:3]1.[CH:21]1[C:26]([CH:27]=O)=[CH:25][CH:24]=[C:23]([C:29]([NH2:31])=[O:30])[CH:22]=1>[OH-].[K+].CCO>[ClH:1].[NH:2]1[CH:6]=[C:5]([CH2:7][CH2:8][O:9][C:10]2[CH:11]=[C:12]3[C:17](=[CH:18][CH:19]=2)[C:16](=[O:20])[C:15](=[CH:27][C:26]2[CH:25]=[CH:24][C:23]([C:29]([NH2:31])=[O:30])=[CH:22][CH:21]=2)[CH2:14][CH2:13]3)[N:4]=[CH:3]1 |f:0.1,3.4,6.7|. Procedure: According to the method of Example 34, 6-[2-(1H-imidazole-4-yl)-ethoxy]-3,4-dihydro-2H-naphthalen-1-one, monohydrochloride (0.313 g, 1.07 mmol) was reacted with benzamide-4-carboxaldehyde (0.178 g, 1.13 mmol) in 5 mL of 4% KOH in EtOH overnight to afford 0.197 (42%) of the title compound as an off-white powder, mp dec. >230° C.: CI-MS m/e 388 (M+ +1). Starting materials: BrC1=CC(=CN(C1=O)C1CCCC1)C(=O)OC (methyl 5-bromo-1-cyclopentyl-6-oxo-1,6-dihydropyridine-3-carboxylate), N1CCCC1 (pyrrolidine), C([O-])([O-])=O.[Cs+].[Cs+] (cesium carbonate), rac-2-2′-bis(diphenyl-phosphino)-1,1′-binaphthyl. Reagents/catalysts: C=1C=CC(=CC1)/C=C/C(=O)/C=C/C2=CC=CC=C2.C=1C=CC(=CC1)/C=C/C(=O)/C=C/C2=CC=CC=C2.C=1C=CC(=CC1)/C=C/C(=O)/C=C/C2=CC=CC=C2.[Pd].[Pd] (tris(dibenzylideneacetone)dipalladium). Run at temperature 95 celsius. Yields the product C1(CCCC1)N1C=C(C=C(C1=O)N1CCCC1)C(=O)OC (Methyl 1-cyclopentyl-6-oxo-5-(pyrrolidin-1-yl)-1,6-dihydropyridine-3-carboxylate). As a reaction SMILES: Br[C:2]1[C:7](=[O:8])[N:6]([CH:9]2[CH2:13][CH2:12][CH2:11][CH2:10]2)[CH:5]=[C:4]([C:14]([O:16][CH3:17])=[O:15])[CH:3]=1.[NH:18]1[CH2:22][CH2:21][CH2:20][CH2:19]1.C(=O)([O-])[O-].[Cs+].[Cs+]>C1C=CC(/C=C/C(/C=C/C2C=CC=CC=2)=O)=CC=1.C1C=CC(/C=C/C(/C=C/C2C=CC=CC=2)=O)=CC=1.C1C=CC(/C=C/C(/C=C/C2C=CC=CC=2)=O)=CC=1.[Pd].[Pd]>[CH:9]1([N:6]2[C:7](=[O:8])[C:2]([N:18]3[CH2:22][CH2:21][CH2:20][CH2:19]3)=[CH:3][C:4]([C:14]([O:16][CH3:17])=[O:15])=[CH:5]2)[CH2:13][CH2:12][CH2:11][CH2:10]1 |f:2.3.4,5.6.7.8.9|. Procedure details: A mixture of methyl 5-bromo-1-cyclopentyl-6-oxo-1,6-dihydropyridine-3-carboxylate (100 mg, 0.33 mmol), pyrrolidine (33 uL, 0.40 mmol), cesium carbonate (150 mg, 0.46 mmol), tris(dibenzylideneacetone)dipalladium (0) (3 mg, 0.0033 mmol), rac-2-2′-bis(diphenyl-phosphino)-1,1′-binaphthyl (3.1 mg, 0.005 mmol) was purged with nitrogen for 30 min, followed by the addition of anhydrous toluene (1.5 mL). The resulting light-brown solution was heated to 95° C. for 17. The mixture was brought to room tempe... Starting materials: ClC1=C(C=C(C=C1)F)[N+](=O)[O-] (2-chloro-5-fluoronitrobenzene), C1(=CC=CC=C1)B(O)O (phenylboronic acid), C([O-])([O-])=O.[Na+].[Na+] (sodium carbonate), [OH-].[Na+] (sodium hydroxide). Reagents/catalysts: [Br-].C(CCC)[N+](CCCC)(CCCC)CCCC (tetrabutylammonium bromide), C(C)(=O)[O-].C(C)(=O)[O-].[Pd+2] (palladium diacetate). Run in O (water), CCOCC (ether). Conditions: temperature 165 celsius. Yields the product FC1=CC(=C(C=C1)C1=CC=CC=C1)[N+](=O)[O-] (4-Fluoro-2-nitro-1,1′-biphenyl). Isolated yield 82.4%. As a reaction SMILES: Cl[C:2]1[CH:7]=[CH:6][C:5]([F:8])=[CH:4][C:3]=1[N+:9]([O-:11])=[O:10].[C:12]1(B(O)O)[CH:17]=[CH:16][CH:15]=[CH:14][CH:13]=1.C(=O)([O-])[O-].[Na+].[Na+].[OH-].[Na+]>[Br-].C([N+](CCCC)(CCCC)CCCC)CCC.O.C([O-])(=O)C.C([O-])(=O)C.[Pd+2].CCOCC>[F:8][C:5]1[CH:6]=[CH:7][C:2]([C:12]2[CH:17]=[CH:16][CH:15]=[CH:14][CH:13]=2)=[C:3]([N+:9]([O-:11])=[O:10])[CH:4]=1 |f:2.3.4,5.6,7.8,10.11.12|. Procedure: A microwave reaction vessel was charged with 2-chloro-5-fluoronitrobenzene (0.175 g, 1 mmol), phenylboronic acid (0.134 g, 1.1 mmol), sodium carbonate (0.317 g, 3 mmol), palladium diacetate (0.009 g, 0.04 mmol), tetrabutylammonium bromide (0.322 g, 1 mmol) in water (2 mL). The mixture was heated to 165° C. in a microwave reactor for 7.5 minutes. The reaction was cooled and poured into ether and 0.1N aqueous sodium hydroxide. The ether layer was washed with saturated aqueous sodium chloride, drie...